This data is from the Open Reaction Database (ORD), a public repository of structured organic reaction records. The task is: describe an organic reaction: reactants, conditions, products, and yield Starting materials: CI, CN(C)C=O, Cn1nc(-c2c(F)cccc2Cl)nc1Cc1ccc(Cl)cc1, [H-], [Na+], O. Product: CC(c1ccc(Cl)cc1)c1nc(-c2c(F)cccc2Cl)nn1C. RXN SMILES: [CH3:25][I:26].[CH3:28][N:29]([CH3:30])[CH:31]=[O:32].[Cl:1][c:2]1[cH:3][cH:4][c:5]([CH2:6][c:7]2[n:8][c:9](-[c:13]3[c:14]([Cl:20])[cH:15][cH:16][cH:17][c:18]3[F:19])[n:10][n:11]2[CH3:12])[cH:21][cH:22]1.[H-:23].[Na+:24].[OH2:27]>>[Cl:1][c:2]1[cH:3][cH:4][c:5]([CH:6]([c:7]2[n:8][c:9](-[c:13]3[c:14]([Cl:20])[cH:15][cH:16][cH:17][c:18]3[F:19])[n:10][n:11]2[CH3:12])[CH3:25])[cH:21][cH:22]1.